This data is from the Open Reaction Database (ORD), a public repository of structured organic reaction records. The task is: describe an organic reaction: reactants, conditions, products, and yield The reactants are CO, O=C(Nc1cccc(C(F)(F)F)c1)c1ccc(Cl)c(-c2cccc([N+](=O)[O-])c2)c1, Nc1ccccc1, [OH-], [OH-], [Pd+2]. The product is Nc1cccc(-c2cc(C(=O)Nc3cccc(C(F)(F)F)c3)ccc2Cl)c1. As a reaction SMILES: [CH3:37][OH:38].[Cl:1][c:2]1[cH:3][cH:4][c:5]([C:17](=[O:18])[NH:19][c:20]2[cH:21][c:22]([C:26]([F:27])([F:28])[F:29])[cH:23][cH:24][cH:25]2)[cH:6][c:7]1-[c:8]1[cH:9][c:10]([N+:14]([O-:15])=[O:16])[cH:11][cH:12][cH:13]1.[NH2:30][c:31]1[cH:32][cH:33][cH:34][cH:35][cH:36]1.[OH-:39].[OH-:41].[Pd+2:40]>>[Cl:1][c:2]1[cH:3][cH:4][c:5]([C:17](=[O:18])[NH:19][c:20]2[cH:21][c:22]([C:26]([F:27])([F:28])[F:29])[cH:23][cH:24][cH:25]2)[cH:6][c:7]1-[c:8]1[cH:9][c:10]([NH2:14])[cH:11][cH:12][cH:13]1. The reactants are ClC1=C(C=CC=C1)N1N=C(C=C1C=1C=C(OCC(=O)OC)C=CC1)C(F)(F)F (methyl 2-(3-(1-(2-chlorophenyl)-3-(trifluoromethyl)-1H-pyrazol-5-yl)phenoxy)acetate), O.[OH-].[Li+] (lithium hydroxide monohydrate). The solvent is CO (MeOH). Reaction conditions: time 18 hour. Product: ClC1=C(C=CC=C1)N1N=C(C=C1C=1C=C(OCC(=O)O)C=CC1)C(F)(F)F (2-(3-(1-(2-chlorophenyl)-3-(trifluoromethyl)-1H-pyrazol-5-yl)phenoxy)acetic acid). Yield: 51.2%. Reaction SMILES: [Cl:1][C:2]1[CH:7]=[CH:6][CH:5]=[CH:4][C:3]=1[N:8]1[C:12]([C:13]2[CH:14]=[C:15]([CH:22]=[CH:23][CH:24]=2)[O:16][CH2:17][C:18]([O:20]C)=[O:19])=[CH:11][C:10]([C:25]([F:28])([F:27])[F:26])=[N:9]1.O.[OH-].[Li+]>CO>[Cl:1][C:2]1[CH:7]=[CH:6][CH:5]=[CH:4][C:3]=1[N:8]1[C:12]([C:13]2[CH:14]=[C:15]([CH:22]=[CH:23][CH:24]=2)[O:16][CH2:17][C:18]([OH:20])=[O:19])=[CH:11][C:10]([C:25]([F:28])([F:26])[F:27])=[N:9]1 |f:1.2.3|. Procedure: To a solution of methyl 2-(3-(1-(2-chlorophenyl)-3-(trifluoromethyl)-1H-pyrazol-5-yl)phenoxy)acetate (140 mg, 0.34 mmol) in MeOH (5 mL), was added lithium hydroxide monohydrate (60 mg, 1.42 mmol). The resulting mixture was stirred at ambient temperature for 18 hours. The reaction mixture was then concentrated under reduced pressure and the residue was taken up in CH2Cl2 and H2O. The aqueous was made acidic by the addition of 1 N HCl. The layers were separated and the acidic aqueous was further e... The reactants are O=C1CCC(=O)N1Br, ClC(Cl)(Cl)Cl, COC=C(C(=O)OC)c1csc2ccc(C)cc12, CC(C)(C#N)N=NC(C)(C)C#N. Yields the product COC=C(C(=O)OC)c1csc2ccc(CBr)cc12. As a reaction SMILES: [Br:19][N:20]1[C:21](=[O:22])[CH2:23][CH2:24][C:25]1=[O:26].[C:39]([Cl:40])([Cl:41])([Cl:42])[Cl:43].[CH3:1][c:2]1[cH:3][c:4]2[c:5]([s:6][cH:7][c:8]2[C:9]([C:10](=[O:11])[O:12][CH3:13])=[CH:14][O:15][CH3:16])[cH:17][cH:18]1.[N:27]([C:28]([CH3:29])([CH3:30])[C:31]#[N:32])=[N:33][C:34]([CH3:35])([CH3:36])[C:37]#[N:38]>>[CH2:1]([c:2]1[cH:3][c:4]2[c:5]([s:6][cH:7][c:8]2[C:9]([C:10](=[O:11])[O:12][CH3:13])=[CH:14][O:15][CH3:16])[cH:17][cH:18]1)[Br:19]. As a reaction SMILES: [CH3:25][CH2:26][OH:27].[F:1][c:2]1[c:3]([N+:10](=[O:11])[O-:12])[cH:4][c:5]([O:8][CH3:9])[cH:6][cH:7]1.[NH2:13][c:14]1[s:15][c:16]([CH2:23][CH3:24])[cH:17][c:18]1[C:19](=[O:20])[O:21][CH3:22]>>[c:2]1([NH:13][c:14]2[s:15][c:16]([CH2:23][CH3:24])[cH:17][c:18]2[C:19](=[O:20])[O:21][CH3:22])[c:3]([N+:10](=[O:11])[O-:12])[cH:4][c:5]([O:8][CH3:9])[cH:6][cH:7]1. Reactants: CCO, COc1ccc(F)c([N+](=O)[O-])c1, CCc1cc(C(=O)OC)c(N)s1. The product is CCc1cc(C(=O)OC)c(Nc2ccc(OC)cc2[N+](=O)[O-])s1. Reactants: 2-R-5-(thiazol-2-ylamino)phenol, BrC=1SC=CN1 (2-bromothiazole), NC=1C=CC(=C(C1)O)CCC (5-amino-2-propylphenol), Cl (HCl). The solvent is CCO (EtOH). Reaction conditions: temperature 90 celsius, time 24 hour. Product: C(CC)C1=C(C=C(C=C1)NC=1SC=CN1)O (2-Propyl-5-(thiazol-2-ylamino)phenol). Yield: 36.0%. As a reaction SMILES: Br[C:2]1[S:3][CH:4]=[CH:5][N:6]=1.[NH2:7][C:8]1[CH:9]=[CH:10][C:11]([CH2:15][CH2:16][CH3:17])=[C:12]([OH:14])[CH:13]=1.Cl>CCO>[CH2:15]([C:11]1[CH:10]=[CH:9][C:8]([NH:7][C:2]2[S:3][CH:4]=[CH:5][N:6]=2)=[CH:13][C:12]=1[OH:14])[CH2:16][CH3:17]. Reported procedure: Following the general procedure for the synthesis of 2-R-5-(thiazol-2-ylamino)phenol, 2-bromothiazole (1.26 mL, 14.0 mmol), 5-amino-2-propylphenol (1.1 g, 7.0 mmol) and 37% HCl solution (1.21 mL, 14.0 mmol) in 10%, aqueous EtOH solution (20 mL) was stirred at 90° C. for 24 h. The title compound was obtained after purification by flash chromatography on silica gel (hexane:EtOAc 8/2) in 36% yield (588 mg). Reactants: FC1=CC=C(C=C1)C=1OC=C(N1)CC#N (2-(2-(4-fluorophenyl)oxazol-4-yl)acetonitrile), Cl.ClCCN(C)C (2-chloro-N,N-dimethylethanamine hydrochloride). The product is CN(CCC(C#N)C=1N=C(OC1)C1=CC=C(C=C1)F)C (4-(Dimethylamino)-2-(2-(4-fluorophenyl)oxazol-4-yl)butanenitrile). Yield: 48.0%. As a reaction SMILES: [F:1][C:2]1[CH:7]=[CH:6][C:5]([C:8]2[O:9][CH:10]=[C:11]([CH2:13][C:14]#[N:15])[N:12]=2)=[CH:4][CH:3]=1.Cl.Cl[CH2:18][CH2:19][N:20]([CH3:22])[CH3:21]>>[CH3:21][N:20]([CH3:22])[CH2:19][CH2:18][CH:13]([C:11]1[N:12]=[C:8]([C:5]2[CH:4]=[CH:3][C:2]([F:1])=[CH:7][CH:6]=2)[O:9][CH:10]=1)[C:14]#[N:15] |f:1.2|. Procedure details: This compound was synthesized from 2-(2-(4-fluorophenyl)oxazol-4-yl)acetonitrile and 2-chloro-N,N-dimethylethanamine hydrochloride as described in example 16 step 1b (400 mg, yield 48%). 1H NMR (400 MHz, MeOD) δ 8.10-8.07 (m, 2H), 7.99 (m, 1H), 7.29-7.25 (t, J=8.9 Hz, 2H), 4.24-4.20 (t, J=7.3 Hz, 1H), 2.59-2.46 (m, 2H), 2.29 (s, 6H), 2.23-2.17 (m, 2H). MS (ESI) m/z: Calculated for C15H16FN3O: 273.13. found: 274.2 (M+H)+. The reactants are O=C([O-])O, [Cl-], [Cl-], O=C(Cl)Cl, ClCCl, [Na+], O=c1[nH]c2[nH+]cccc2n1C1CC[NH2+]CC1, Cc1cccc(C)n1. Product: O=C(Cl)N1CCC(n2c(=O)[nH]c3ncccc32)CC1. Reaction SMILES: [C:31](=[O:32])([OH:33])[O-:34].[Cl-:5].[Cl-:6].[Cl:1][C:2]([Cl:3])=[O:4].[Cl:36][CH2:37][Cl:38].[Na+:35].[O:7]=[c:8]1[n:9]([CH:17]2[CH2:18][CH2:19][NH2+:20][CH2:21][CH2:22]2)[c:10]2[c:11]([nH+:12][cH:13][cH:14][cH:15]2)[nH:16]1.[n:23]1[c:24]([CH3:25])[cH:26][cH:27][cH:28][c:29]1[CH3:30]>>[Cl:1][C:2](=[O:4])[N:20]1[CH2:19][CH2:18][CH:17]([n:9]2[c:8](=[O:7])[nH:16][c:11]3[c:10]2[cH:15][cH:14][cH:13][n:12]3)[CH2:22][CH2:21]1. RXN SMILES: [C:1]([O:4][CH2:5][C@H:6]([NH:20]C(OC(C)(C)C)=O)[C:7]1[CH:12]=[CH:11][C:10]([O:13][CH2:14][CH:15]([CH3:19])[CH2:16][CH2:17][CH3:18])=[CH:9][CH:8]=1)(=[O:3])[CH3:2].CCOCC>Cl>[C:1]([O:4][CH2:5][C@H:6]([NH2:20])[C:7]1[CH:8]=[CH:9][C:10]([O:13][CH2:14][CH:15]([CH3:19])[CH2:16][CH2:17][CH3:18])=[CH:11][CH:12]=1)(=[O:3])[CH3:2]. Solvent: Cl (HCl). Procedure: A solution of (2R)-2-(t-butoxycarbonylamino)-2-(4-(2-methylpentyloxy)phenyl)ethyl acetate (5.50 g, 14.49 mmol) in 2 M HCl in ether (72.5 mL, 144.9 mmol) was stirred at room temperature for 12 h. The precipitate formed was collected on a Buchner funnel, washed with ether, and dried under vacuum to afford (2R)-2-amino-2-(4-(2-methylpentyloxy)phenyl)ethyl acetate.HCl (3.70 g, 81% yield) as a tan solid: 1H NMR (400 MHz, DMSO-d6) δ 8.80 (br. s., 3 H), 7.46 (d, J=8.8 Hz, 2H), 6.98 (d, J=8.8 Hz, 2H), 4... The product is C(C)(=O)OC[C@@H](C1=CC=C(C=C1)OCC(CCC)C)N ((2R)-2-amino-2-(4-(2-methylpentyloxy)phenyl)ethyl acetate). Reactants: C(C)(=O)OC[C@@H](C1=CC=C(C=C1)OCC(CCC)C)NC(=O)OC(C)(C)C ((2R)-2-(t-butoxycarbonylamino)-2-(4-(2-methylpentyloxy)phenyl)ethyl acetate), CCOCC (ether).